Dataset: the Open Reaction Database (ORD), a public repository of structured organic reaction records. Task: describe an organic reaction: reactants, conditions, products, and yield Reactants: CCCCCC(CC(=O)Nc1cc(C(N)=O)ccc1C(C)(C)C)c1ccc(OC)cc1OC, O=C(O)CCC(=O)OCc1ccccc1, CC#N, CCOC(C)=O. Yields the product CCCCCC(CC(=O)Nc1cc(C(=O)NC(=O)CCC(=O)OCc2ccccc2)ccc1C(C)(C)C)c1ccc(OC)cc1OC. As a reaction SMILES: [C:16]([CH3:17])([CH3:18])([CH3:19])[c:20]1[c:21]([NH:29][C:30]([CH2:31][CH:32]([CH2:33][CH2:34][CH2:35][CH2:36][CH3:37])[c:38]2[c:39]([O:46][CH3:47])[cH:40][c:41]([O:44][CH3:45])[cH:42][cH:43]2)=[O:48])[cH:22][c:23]([C:26]([NH2:27])=[O:28])[cH:24][cH:25]1.[C:1]([CH2:2][CH2:3][C:4](=[O:5])[OH:6])(=[O:7])[O:8][CH2:9][c:10]1[cH:11][cH:12][cH:13][cH:14][cH:15]1.[CH3:49][C:50]#[N:51].[CH3:52][CH2:53][O:54][C:55](=[O:56])[CH3:57]>>[C:1]([CH2:2][CH2:3][C:4](=[O:6])[NH:27][C:26]([c:23]1[cH:22][c:21]([NH:29][C:30]([CH2:31][CH:32]([CH2:33][CH2:34][CH2:35][CH2:36][CH3:37])[c:38]2[c:39]([O:46][CH3:47])[cH:40][c:41]([O:44][CH3:45])[cH:42][cH:43]2)=[O:48])[c:20]([C:16]([CH3:17])([CH3:18])[CH3:19])[cH:25][cH:24]1)=[O:28])(=[O:7])[O:8][CH2:9][c:10]1[cH:11][cH:12][cH:13][cH:14][cH:15]1.